This data is from the Open Reaction Database (ORD), a public repository of structured organic reaction records. The task is: describe an organic reaction: reactants, conditions, products, and yield The reactants are C([O-])([O-])=O.[K+].[K+] (potassium carbonate), FC=1C(=CC2=C(SC(=C2)C2=CC=C(C=C2)CCCCCC)C1F)O (6,7-difluoro-2-(4-hexylphenyl)-5-hydroxybenzo[b]thiophene), CCOCC (ether), C(CCCCCC)Br (heptyl bromide). Run in CC(CC)=O (2-butanone). The product is FC=1C(=CC2=C(SC(=C2)C2=CC=C(C=C2)CCCCCC)C1F)OCCCCCCC (6,7-Difluoro-2-(4-hexylphenyl)-5-heptyloxybenzo[b]thiophene). As a reaction SMILES: [F:1][C:2]1[C:3]([OH:24])=[CH:4][C:5]2[CH:9]=[C:8]([C:10]3[CH:15]=[CH:14][C:13]([CH2:16][CH2:17][CH2:18][CH2:19][CH2:20][CH3:21])=[CH:12][CH:11]=3)[S:7][C:6]=2[C:22]=1[F:23].CCOCC.[CH2:30](Br)[CH2:31][CH2:32][CH2:33][CH2:34][CH2:35][CH3:36].C(=O)([O-])[O-].[K+].[K+]>CC(=O)CC>[F:1][C:2]1[C:3]([O:24][CH2:30][CH2:31][CH2:32][CH2:33][CH2:34][CH2:35][CH3:36])=[CH:4][C:5]2[CH:9]=[C:8]([C:10]3[CH:11]=[CH:12][C:13]([CH2:16][CH2:17][CH2:18][CH2:19][CH2:20][CH3:21])=[CH:14][CH:15]=3)[S:7][C:6]=2[C:22]=1[F:23] |f:3.4.5|. Reported procedure: is obtained by reacting 2,3-difluoro-4-ethoxythiophenol (obtainable analogously to Reference 7 from 2,3-difluoro-4-ethoxyaniline [189751-13-1]) and 4-hexylphenacyl bromide analogously to Reference 5 to give 6,7-difluoro-2-(4-hexylphenyl)-5-ethoxybenzo[b]thiophene, ether cleavage by means of hydrobromic acid/acetic acid to give 6,7-difluoro-2-(4-hexylphenyl)-5-hydroxybenzo[b]thiophene and Williamson ether synthesis using heptyl bromide in 2-butanone in the presence of potassium carbonate. Starting materials: FC(S(=O)(=O)OC=1N=CC2=CC=NC(=C2C1)NC1CCCCC1)(F)F (5-(cyclohexylamino)-2,6-naphthyridin-3-yl trifluoromethanesulfonate), COC1=C(N)C=CC(=C1)C=1C=NN(C1)C (2-methoxy-4-(1-methyl-1H-pyrazol-4-yl)aniline). The product is C1(CCCCC1)NC1=NC=CC2=CN=C(C=C12)NC1=C(C=C(C=C1)C=1C=NN(C1)C)OC (N1-cyclohexyl-N7-(2-methoxy-4-(1-methyl-1H-pyrazol-4-yl)phenyl)-2,6-naphthyridine-1,7-diamine). As a reaction SMILES: FC(F)(F)S(O[C:7]1[N:8]=[CH:9][C:10]2[C:15]([CH:16]=1)=[C:14]([NH:17][CH:18]1[CH2:23][CH2:22][CH2:21][CH2:20][CH2:19]1)[N:13]=[CH:12][CH:11]=2)(=O)=O.[CH3:26][O:27][C:28]1[CH:34]=[C:33]([C:35]2[CH:36]=[N:37][N:38]([CH3:40])[CH:39]=2)[CH:32]=[CH:31][C:29]=1[NH2:30]>>[CH:18]1([NH:17][C:14]2[C:15]3[C:10](=[CH:9][N:8]=[C:7]([NH:30][C:29]4[CH:31]=[CH:32][C:33]([C:35]5[CH:36]=[N:37][N:38]([CH3:40])[CH:39]=5)=[CH:34][C:28]=4[O:27][CH3:26])[CH:16]=3)[CH:11]=[CH:12][N:13]=2)[CH2:23][CH2:22][CH2:21][CH2:20][CH2:19]1. Reported procedure: The title compound was prepared according to Method 6 (Example 103) using 5-(cyclohexylamino)-2,6-naphthyridin-3-yl trifluoromethanesulfonate (Preparation 93) and 2-methoxy-4-(1-methyl-1H-pyrazol-4-yl)aniline (Preparation 19) for 18 hours. The residue was purified using silica gel column chromatography eluting with 0-10% MeOH in DCM. The reactants are BrCC1CC=2C(=C3C(=C(C(NC3=C(C2)C)=O)C)C)O1 (2-Bromomethyl-5,8,9-trimethyl-2,3,6,7-tetrahydrofuro-[2,3-f]quinoline-7-one), [N-]=[N+]=[N-].[Na+] (sodium azide). Run in CN(C=O)C (N,N-dimethylformamide). Conditions: time 4 hour. The product is N(=[N+]=[N-])CC1CC=2C(=C3C(=C(C(NC3=C(C2)C)=O)C)C)O1 (2-Azidomethyl-5,8,9-trimethyl-2,3,6,7-tetrahydrofuro-[2,3-f]quinoline-7-one). Isolated yield 1.0%. RXN SMILES: Br[CH2:2][CH:3]1[O:19][C:6]2=[C:7]3[C:12](=[C:13]([CH3:15])[CH:14]=[C:5]2[CH2:4]1)[NH:11][C:10](=[O:16])[C:9]([CH3:17])=[C:8]3[CH3:18].[N-:20]=[N+:21]=[N-:22].[Na+]>CN(C)C=O>[N:20]([CH2:2][CH:3]1[O:19][C:6]2=[C:7]3[C:12](=[C:13]([CH3:15])[CH:14]=[C:5]2[CH2:4]1)[NH:11][C:10](=[O:16])[C:9]([CH3:17])=[C:8]3[CH3:18])=[N+:21]=[N-:22] |f:1.2|. Procedure: 2-Bromomethyl-5,8,9-trimethyl-2,3,6,7-tetrahydrofuro-[2,3-f]quinoline-7-one (1.07 g, 3.32 mmol) was dissolved in N,N-dimethylformamide (30 ml). To the obtained solution, sodium azide (1.29 g, 19.9 mmol) was added. The mixture was stirred at room temperature for 4 hours. The reaction mixture was subjected to distillation under reduced pressure for removing the solvent. To the resultant residue, chloroform and water were added. The mixture was extracted, dried, and condensed. Recrystallization fro... The reactants are CC(=O)O[BH-](OC(C)=O)OC(C)=O, O=C([O-])O, C1CCOC1, CNC, CCO, Cl, [Na+], [Na+], O=CC1CC1c1csc2ccccc12. Yields the product CN(C)CC1CC1c1csc2ccccc12. As a reaction SMILES: [C:23]([O:24][BH-:25]([O:26][C:27](=[O:28])[CH3:29])[O:30][C:31](=[O:32])[CH3:33])(=[O:34])[CH3:35].[C:37](=[O:38])([OH:39])[O-:40].[CH2:18]1[O:19][CH2:20][CH2:21][CH2:22]1.[CH3:15][NH:16][CH3:17].[CH3:42][CH2:43][OH:44].[ClH:45].[Na+:36].[Na+:41].[s:1]1[c:2]2[c:3]([c:4]([CH:6]3[CH:7]([CH:9]=[O:10])[CH2:8]3)[cH:5]1)[cH:11][cH:12][cH:13][cH:14]2>>[s:1]1[c:2]2[c:3]([c:4]([CH:6]3[CH:7]([CH2:9][N:16]([CH3:15])[CH3:17])[CH2:8]3)[cH:5]1)[cH:11][cH:12][cH:13][cH:14]2. The reactants are C(C)(C)(C)OC(=O)N1CC2CN(CC2C1)CC=1SC=2N=C(N=C(C2N1)N1CCOCC1)Cl (5-(5-chloro-7-morpholin-4-yl-thiazolo[5,4-d]pyrimidin-2-ylmethyl)-hexahydro-pyrrolo[3,4-c]pyrrole-2-carboxylic acid tert-butyl ester), C1[C@H]2N(CCN1)CCC2 ((S)-octahydro-pyrrolo[1,2-a]pyrazine). The product is ClC=1N=C(C2=C(N1)SC(=N2)CN2C[C@H]1N(CC2)CCC1)N1CCOCC1 (5-Chloro-2-[(S)-1-(hexahydro-pyrrolo[1,2-a]pyrazin-2-yl)methyl]-7-morpholin-4-yl-thiazolo[5,4-d]pyrimidine), solid. The yield is 43.0%. Reaction SMILES: C(OC(N1CC2C([CH2:11][N:12]([CH2:16][C:17]3[S:18][C:19]4[N:20]=[C:21]([Cl:32])[N:22]=[C:23]([N:26]5[CH2:31][CH2:30][O:29][CH2:28][CH2:27]5)[C:24]=4[N:25]=3)[CH2:13]2)C1)=O)(C)(C)C.C1NC[CH2:36][N:35]2[CH2:39][CH2:40][CH2:41][C@@H:34]12>>[Cl:32][C:21]1[N:22]=[C:23]([N:26]2[CH2:27][CH2:28][O:29][CH2:30][CH2:31]2)[C:24]2[N:25]=[C:17]([CH2:16][N:12]3[CH2:11][CH2:36][N:35]4[CH2:39][CH2:40][CH2:41][C@H:34]4[CH2:13]3)[S:18][C:19]=2[N:20]=1. Procedure details: Prepared according to the method used in the preparation of 5-(5-chloro-7-morpholin-4-yl-thiazolo[5,4-d]pyrimidin-2-ylmethyl)-hexahydro-pyrrolo[3,4-c]pyrrole-2-carboxylic acid tert-butyl ester using (S)-octahydro-pyrrolo[1,2-a]pyrazine in place of hexahydro-pyrrolo[3,4-c]pyrrole-2-carboxylic acid tert-butyl ester. The title compound was obtained as a white solid (34 mg, 43%).